Dataset: the Open Reaction Database (ORD), a public repository of structured organic reaction records. Task: describe an organic reaction: reactants, conditions, products, and yield RXN SMILES: [NH2:1][C:2]1[N:7]=[CH:6][C:5](/[CH:8]=[CH:9]/[C:10]([O:12]CC)=[O:11])=[C:4]([CH3:15])[CH:3]=1.[ClH:16]>CC(O)=O>[ClH:16].[NH2:1][C:2]1[N:7]=[CH:6][C:5](/[CH:8]=[CH:9]/[C:10]([OH:12])=[O:11])=[C:4]([CH3:15])[CH:3]=1 |f:3.4|. Reaction conditions: temperature 100 celsius, time 10 hour. Product: Cl.NC1=CC(=C(C=N1)/C=C/C(=O)O)C ((E)-3-(6-Amino-4-methylpyridin-3-yl)acrylic Acid HCl Salt). The solvent is CC(=O)O (HOAc). Procedure: To ethyl (E)-3-(6-amino-4-methylpyridin-3-yl)acrylate (1.50 g, 7.3 mmole) was added HOAc (15 mL) and conc. HCl (15 mL). The solution was stirred at 100° C. for 10 hr, cooled to RT, and concentrated to dryness. Trituration with Et2O, filtration and drying under vacuum gave the title compound (1.65 g, quantitative) as a white solid: LCMS (ES) m/e 179.2 (M+H)+; 1H NMR (400 MHz, DMSO-d6) δ 8.37 (s, 1 H), 8.28 (br s, 3 H), 7.51 (d, J=16.0 Hz, 1 H), 6.86 (s, 1 H), 6.46 (d, J=16.0 Hz, 1 H), 2.41 (s, 3 ... Reactants: NC1=CC(=C(C=N1)/C=C/C(=O)OCC)C (ethyl (E)-3-(6-amino-4-methylpyridin-3-yl)acrylate), Cl (HCl).